From a dataset of the Open Reaction Database (ORD), a public repository of structured organic reaction records. describe an organic reaction: reactants, conditions, products, and yield Reactants: CCCCOc1ncc(C)cc1Br, Cc1ccccc1, OB(O)c1cc(C(F)(F)F)ccc1F, [Na+], [Na+], O=C([O-])[O-]. Product: CCCCOc1ncc(C)cc1-c1cc(C(F)(F)F)ccc1F. Reaction SMILES: [Br:1][c:2]1[c:3]([O:9][CH2:10][CH2:11][CH2:12][CH3:13])[n:4][cH:5][c:6]([CH3:8])[cH:7]1.[CH3:34][c:35]1[cH:36][cH:37][cH:38][cH:39][cH:40]1.[F:14][c:15]1[c:16]([B:25]([OH:26])[OH:27])[cH:17][c:18]([C:21]([F:22])([F:23])[F:24])[cH:19][cH:20]1.[Na+:28].[Na+:29].[O-:30][C:31](=[O:32])[O-:33]>>[c:2]1(-[c:16]2[c:15]([F:14])[cH:20][cH:19][c:18]([C:21]([F:22])([F:23])[F:24])[cH:17]2)[c:3]([O:9][CH2:10][CH2:11][CH2:12][CH3:13])[n:4][cH:5][c:6]([CH3:8])[cH:7]1. Reactants: COC(COC1=CC2=C(C(=CC=C2C=C1)O)C(C)=O)=O ([(8-acetyl-7-hydroxy-2-naphthalenyl)oxy]acetic acid methyl ester), BrCCCBr (1,3-dibromopropane), C([O-])([O-])=O.[K+].[K+] (potassium carbonate). The solvent is CC(=O)C (acetone). The product is COC(COC1=CC2=C(C(=CC=C2C=C1)OCCCBr)C(C)=O)=O ([[8-acetyl-7-(3-bromopropoxy)-2-naphthalenyl]oxy]acetic acid methyl ester). The yield is 95.0%. Reaction SMILES: [CH3:1][O:2][C:3](=[O:20])[CH2:4][O:5][C:6]1[CH:15]=[CH:14][C:13]2[C:8](=[C:9]([C:17](=[O:19])[CH3:18])[C:10]([OH:16])=[CH:11][CH:12]=2)[CH:7]=1.[Br:21][CH2:22][CH2:23][CH2:24]Br.C(=O)([O-])[O-].[K+].[K+]>CC(C)=O>[CH3:1][O:2][C:3](=[O:20])[CH2:4][O:5][C:6]1[CH:15]=[CH:14][C:13]2[C:8](=[C:9]([C:17](=[O:19])[CH3:18])[C:10]([O:16][CH2:24][CH2:23][CH2:22][Br:21])=[CH:11][CH:12]=2)[CH:7]=1 |f:2.3.4|. Procedure: A mixture of 4.989 g of [(8-acetyl-7-hydroxy-2-naphthalenyl)oxy]acetic acid methyl ester, 18 ml of 1,3-dibromopropane and 3.7 g of anhydrous potassium carbonate in 150 ml of anhydrous acetone was stirred at reflux for 16.5 hours. The reaction mixture was filtered and the filtrate was concentrated in vacuo. The residue was chromatographed on 250 g of silica gel. Elution with 10% ethyl acetate-toluene gave 6.730 g (95% yield) of [[8-acetyl-7-(3-bromopropoxy)-2-naphthalenyl]oxy]acetic acid methyl e... Starting materials: [Al+3], CCOCC, [H-], [H-], [H-], [H-], [Li+], CCOC(=O)CCC1CCCOC1. Product: OCCCC1CCCOC1. Reaction SMILES: [Al+3:2].[CH3:20][CH2:21][O:22][CH2:23][CH3:24].[H-:1].[H-:4].[H-:5].[H-:6].[Li+:3].[O:7]1[CH2:8][CH:9]([CH2:13][CH2:14][C:15](=[O:16])[O:17][CH2:18][CH3:19])[CH2:10][CH2:11][CH2:12]1>>[O:7]1[CH2:8][CH:9]([CH2:13][CH2:14][CH2:15][OH:16])[CH2:10][CH2:11][CH2:12]1. Reactants: OC=1C=C(C=O)C=CC1 (3-hydroxybenzaldehyde), [H-].[Na+] (sodium hydride), [Mg] (magnesium), C(=O)C=1C=C([O-])C=CC1.[Na+] (sodium 3-formyl phenoxide), [Na] (sodium), crude material, II (iodine), 320, 322, Grignard reagent, OC=1C=C(C=O)C=CC1 (3-hydroxybenzaldehyde), halide, II (iodine), ClC=1C=C(OCCCCCBr)C=CC1 (5-(3-chlorophenoxy)pentyl bromide), Grignard reagent. The solvent is C1CCOC1 (THF), C1CCOC1 (THF), O1CCCC1 (tetrahydrofuran), C1CCOC1 (THF). Conditions: time 6 minute. The product is ClC=1C=C(OCCCCCC(O)C=2C=C(C=CC2)O)C=CC1 (3-[6-(3-chlorophenoxy)-1-hydroxyhexyl]phenol). The yield is 78.0%. As a reaction SMILES: [Mg].II.[Cl:4][C:5]1[CH:6]=[C:7]([CH:15]=[CH:16][CH:17]=1)[O:8][CH2:9][CH2:10][CH2:11][CH2:12][CH2:13]Br.[OH:18][C:19]1[CH:20]=[C:21]([CH:24]=[CH:25][CH:26]=1)[CH:22]=[O:23].[H-].[Na+].C(C1C=C(C=CC=1)[O-])=O.[Na+].[Na]>C1COCC1>[Cl:4][C:5]1[CH:6]=[C:7]([CH:15]=[CH:16][CH:17]=1)[O:8][CH2:9][CH2:10][CH2:11][CH2:12][CH2:13][CH:22]([C:21]1[CH:20]=[C:19]([OH:18])[CH:26]=[CH:25][CH:24]=1)[OH:23] |f:4.5,6.7,^1:38|. Procedure: To a gently refluxing dry tetrahydrofuran (75 ml) containing magnesium turnings (1.3 g; 53 mmol) and a small crystal of iodine, was added dropwise from a dropping funnel a solution of 5-(3-chlorophenoxy)pentyl bromide (13.87 g, 50 mmol) in dry THF (55 ml). After about 5-7 minutes, the Grignard reaction started as indicated by the disappearance of the brown iodine color. The heating was adjusted so that the solution refluxed gently. After the addition of the halide was complete (ca. 30 min.), the... Starting materials: CCOC(C)=O, COCCOC, OB(O)c1ccc(C(F)(F)F)cc1, CCOC(=O)C1(c2cc(Br)c(N)c(OCC3CC3)c2)CCC1, O. Yields the product CCOC(=O)C1(c2cc(OCC3CC3)c(N)c(-c3ccc(C(F)(F)F)cc3)c2)CCC1. RXN SMILES: [CH3:36][CH2:37][O:38][C:39]([CH3:40])=[O:41].[CH3:43][O:44][CH2:45][CH2:46][O:47][CH3:48].[F:23][C:24]([c:25]1[cH:26][cH:27][c:28]([B:31]([OH:32])[OH:33])[cH:29][cH:30]1)([F:34])[F:35].[NH2:1][c:2]1[c:3]([Br:22])[cH:4][c:5]([C:13]2([C:17](=[O:18])[O:19][CH2:20][CH3:21])[CH2:14][CH2:15][CH2:16]2)[cH:6][c:7]1[O:8][CH2:9][CH:10]1[CH2:11][CH2:12]1.[OH2:42]>>[NH2:1][c:2]1[c:3](-[c:28]2[cH:27][cH:26][c:25]([C:24]([F:23])([F:34])[F:35])[cH:30][cH:29]2)[cH:4][c:5]([C:13]2([C:17](=[O:18])[O:19][CH2:20][CH3:21])[CH2:14][CH2:15][CH2:16]2)[cH:6][c:7]1[O:8][CH2:9][CH:10]1[CH2:11][CH2:12]1. Reactants: CCNc1nccc(-c2cn(Cc3ccc(OC)cc3)nc2-c2cccc([N+](=O)[O-])c2)n1, [Cl-], [NH4+], C1COCCO1, O, [Zn]. The product is CCNc1nccc(-c2cn(Cc3ccc(OC)cc3)nc2-c2cccc(N)c2)n1. Reaction SMILES: [CH2:1]([CH3:2])[NH:3][c:4]1[n:5][cH:6][cH:7][c:8](-[c:10]2[c:11](-[c:24]3[cH:25][c:26]([N+:30]([O-:31])=[O:32])[cH:27][cH:28][cH:29]3)[n:12][n:13]([CH2:15][c:16]3[cH:17][cH:18][c:19]([O:22][CH3:23])[cH:20][cH:21]3)[cH:14]2)[n:9]1.[Cl-:33].[NH4+:34].[O:35]1[CH2:36][CH2:37][O:38][CH2:39][CH2:40]1.[OH2:41].[Zn:42]>>[CH2:1]([CH3:2])[NH:3][c:4]1[n:5][cH:6][cH:7][c:8](-[c:10]2[c:11](-[c:24]3[cH:25][c:26]([NH2:30])[cH:27][cH:28][cH:29]3)[n:12][n:13]([CH2:15][c:16]3[cH:17][cH:18][c:19]([O:22][CH3:23])[cH:20][cH:21]3)[cH:14]2)[n:9]1. Procedure: At room temperature, NaOCH3 (335 mg, 6.19 mmol) was added to a solution of 1,3-dioxan-2-ylmethyltributylphosphoniumbromide (C. Spangler; R. McCoy, Synthetic communications, 18, 51, (1988)) (5.17 ml, 1 M in DMF, 5.71 mmol) and 4,5-dimethoxy-2-nitro-benzaldehyde (1.25 g, 4.76 mmol) in DMF (20 ml). After heating the mixture at 50° for overnight, the mixture was poured over water, and extracted with ether, washed with brine and dried over MgSO4. The solvent was evaporated and the residue was dissolv... Conditions: time 2 hour. The solvent is CN(C)C=O (DMF). The yield is 55.3%. Reaction SMILES: O(C)[Na].[Br-].[O:5]1CCCO[CH:6]1[CH2:11][P+](CCCC)(CCCC)CCCC.[CH3:25][O:26][C:27]1[C:34]([O:35][CH3:36])=[CH:33][C:30]([CH:31]=O)=[C:29]([N+:37]([O-:39])=[O:38])[CH:28]=1.O>CN(C=O)C>[CH3:25][O:26][C:27]1[C:34]([O:35][CH3:36])=[CH:33][C:30](/[CH:31]=[CH:11]/[CH:6]=[O:5])=[C:29]([N+:37]([O-:39])=[O:38])[CH:28]=1 |f:1.2|. Starting materials: O (water), O([Na])C (NaOCH3), [Br-].O1C(OCCC1)C[P+](CCCC)(CCCC)CCCC (1,3-dioxan-2-ylmethyltributylphosphoniumbromide), COC1=CC(=C(C=O)C=C1OC)[N+](=O)[O-] (4,5-dimethoxy-2-nitro-benzaldehyde). Product: COC1=CC(=C(C=C1OC)/C=C/C=O)[N+](=O)[O-] ((E)-3-(4,5-dimethoxy-2-nitro-phenyl)-propenal). Starting materials: CC(=O)OC1CSC(Oc2ccccc2Br)C(OC(C)=O)C1OC(C)=O, OB(O)c1ccncc1. The product is CC(=O)OC1CSC(Oc2ccccc2-c2ccncc2)C(OC(C)=O)C1OC(C)=O. As a reaction SMILES: [C:1]([CH3:2])(=[O:3])[O:4][CH:5]1[CH:6]([O:7][c:8]2[c:9]([Br:14])[cH:10][cH:11][cH:12][cH:13]2)[S:15][CH2:16][CH:17]([O:23][C:24]([CH3:25])=[O:26])[CH:18]1[O:19][C:20]([CH3:21])=[O:22].[n:27]1[cH:28][cH:29][c:30]([B:33]([OH:34])[OH:35])[cH:31][cH:32]1>>[C:1]([CH3:2])(=[O:3])[O:4][CH:5]1[CH:6]([O:7][c:8]2[c:9](-[c:30]3[cH:29][cH:28][n:27][cH:32][cH:31]3)[cH:10][cH:11][cH:12][cH:13]2)[S:15][CH2:16][CH:17]([O:23][C:24]([CH3:25])=[O:26])[CH:18]1[O:19][C:20]([CH3:21])=[O:22]. Starting materials: ClC1=NC2=C(N1)C=CC=C2 (2-Chloro-1H-benzimidazole), N1CCCC1 (pyrrolidine). Run in C(C)O (ethanol). Reaction conditions: temperature 165 celsius. Product: N1(CCCC1)C1=NC2=C(N1)C=CC=C2 (2-pyrrolidino-1H-benzimidazole). Yield: 39.7%. RXN SMILES: Cl[C:2]1[NH:6][C:5]2[CH:7]=[CH:8][CH:9]=[CH:10][C:4]=2[N:3]=1.[NH:11]1[CH2:15][CH2:14][CH2:13][CH2:12]1>C(O)C>[N:11]1([C:2]2[NH:6][C:5]3[CH:7]=[CH:8][CH:9]=[CH:10][C:4]=3[N:3]=2)[CH2:15][CH2:14][CH2:13][CH2:12]1. Reported procedure: 2-Chloro-1H-benzimidazole (10.0 g, 0.066 mol), pyrrolidine (18.5 g, 0.26 mol), and ethanol (100 mL) were combined. The resulting solution was heated at 160-170° C. for 6 hours and then the solvent was evaporated. The resulting residue was mixed with water. The mixture was made strongly acidic with hydrochloric acid and then made basic with ammonium hydroxide. The resulting solid was isolated by filtration, washed with water and then air dried to provide 11.8 g of crude product as a tan powder. T...